This data is from the Open Reaction Database (ORD), a public repository of structured organic reaction records. The task is: describe an organic reaction: reactants, conditions, products, and yield Starting materials: CCOC(C)=O, COC(=O)c1cc(-c2ccc(C)cn2)cc([N+](=O)[O-])c1, CO, Cl[Sn]Cl. Yields the product COC(=O)c1cc(N)cc(-c2ccc(C)cn2)c1. Reaction SMILES: [C:24]([O:25][CH2:26][CH3:27])(=[O:28])[CH3:29].[CH3:1][O:2][C:3]([c:4]1[cH:5][c:6](-[c:13]2[n:14][cH:15][c:16]([CH3:19])[cH:17][cH:18]2)[cH:7][c:8]([N+:10]([O-:11])=[O:12])[cH:9]1)=[O:20].[CH3:30][OH:31].[Sn:21]([Cl:22])[Cl:23]>>[CH3:1][O:2][C:3]([c:4]1[cH:5][c:6](-[c:13]2[n:14][cH:15][c:16]([CH3:19])[cH:17][cH:18]2)[cH:7][c:8]([NH2:10])[cH:9]1)=[O:20].